From a dataset of the Open Reaction Database (ORD), a public repository of structured organic reaction records. describe an organic reaction: reactants, conditions, products, and yield Reactants: C(=O)(O)[O-].[Na+] (NaHCO3), C(C1=CC=CC=C1)N1C[C@H]([C@@H](C1)C1=CSC=C1)C=O (1-benzyl-3-(S)-formyl-4-(R)-(3-thienyl)pyrrolidine), FC1=CC=C(C=C1)C1CCNCC1 (4-(4-fluorophenyl)piperidine), C(C)(=O)O[BH-](OC(C)=O)OC(C)=O.[Na+] (sodium triacetoxyborohydride). Solvent: ClCCCl (1,2-dichlorethane). Reaction conditions: time 16 hour. Yields the product C(C1=CC=CC=C1)N1C[C@H]([C@@H](C1)C1=CSC=C1)CN1CCC(CC1)C1=CC=C(C=C1)F (1-Benzyl-3-(R)-(4-(4-fluorophenyl)piperidinylmethyl)-4-(R)-(3-thienyl)pyrrolidine). RXN SMILES: [CH2:1]([N:8]1[CH2:12][C@@H:11]([C:13]2[CH:17]=[CH:16][S:15][CH:14]=2)[C@H:10]([CH:18]=O)[CH2:9]1)[C:2]1[CH:7]=[CH:6][CH:5]=[CH:4][CH:3]=1.[F:20][C:21]1[CH:26]=[CH:25][C:24]([CH:27]2[CH2:32][CH2:31][NH:30][CH2:29][CH2:28]2)=[CH:23][CH:22]=1.C(O[BH-](OC(=O)C)OC(=O)C)(=O)C.[Na+].C([O-])(O)=O.[Na+]>ClCCCl>[CH2:1]([N:8]1[CH2:12][C@@H:11]([C:13]2[CH:17]=[CH:16][S:15][CH:14]=2)[C@H:10]([CH2:18][N:30]2[CH2:31][CH2:32][CH:27]([C:24]3[CH:23]=[CH:22][C:21]([F:20])=[CH:26][CH:25]=3)[CH2:28][CH2:29]2)[CH2:9]1)[C:2]1[CH:7]=[CH:6][CH:5]=[CH:4][CH:3]=1 |f:2.3,4.5|. Procedure: To a solution of 1.0 g (16.4 mmol) of 1-benzyl-3-(S)-formyl-4-(R)-(3-thienyl)pyrrolidine and 2.94 g (23.4 mmol) of 4-(4-fluorophenyl)piperidine in 50 mL of 1,2-dichlorethane was added 4.96 g (23.4 mmol) of sodium triacetoxyborohydride and the solution was stirred at rt for 16 h. The reaction was poured into 50 mL of saturated NaHCO3 solution and the mixture was extracted with CH2Cl2. The combined organic extracts were washed with brine, dried over Na2SO4, filtered and concentrated. The residue w... The reactants are CN1C2CCC1CC(O)C2, O=[N+]([O-])c1ccc(O)c(Cl)c1, ClCCl, CCOC(=O)N=NC(=O)OCC, C1CCOC1, c1ccc(P(c2ccccc2)c2ccccc2)cc1. The product is CN1C2CCC1CC(Oc1ccc([N+](=O)[O-])cc1Cl)C2. As a reaction SMILES: [CH:1]12[CH2:2][CH:3]([OH:10])[CH2:4][CH:5]([CH2:6][CH2:7]1)[N:8]2[CH3:9].[Cl:11][c:12]1[c:13]([OH:21])[cH:14][cH:15][c:16]([N+:18](=[O:19])[O-:20])[cH:17]1.[Cl:53][CH2:54][Cl:55].[O:41]=[C:42]([O:43][CH2:44][CH3:45])[N:46]=[N:47][C:48]([O:49][CH2:50][CH3:51])=[O:52].[O:56]1[CH2:57][CH2:58][CH2:59][CH2:60]1.[c:22]1([P:23]([c:24]2[cH:25][cH:26][cH:27][cH:28][cH:29]2)[c:30]2[cH:31][cH:32][cH:33][cH:34][cH:35]2)[cH:36][cH:37][cH:38][cH:39][cH:40]1>>[CH:1]12[CH2:2][CH:3]([O:10][c:13]3[c:12]([Cl:11])[cH:17][c:16]([N+:18](=[O:19])[O-:20])[cH:15][cH:14]3)[CH2:4][CH:5]([CH2:6][CH2:7]1)[N:8]2[CH3:9]. The reactants are N(=C=S)C1=C(C2=C(S1)CCC2)C(=O)OC (methyl 5,6-dihydro-2-isothiocyanato-4H-cyclopenta[b]thiophene-3-carboxylate), CC1=CN=CN1CCCN (3-(5-methyl-1H-imidazol-1-yl)propan-1-amine). Product: CC1=CN=CN1CCCN1C(NC2=C(C1=O)C1=C(S2)CCC1)=S (3-[3-(5-methyl-1H-imidazol-1-yl)propyl]-2-thioxo-1,2,3,5,6,7-hexahydro-4H-cyclopenta[4,5]thieno[2,3-d]pyrimidin-4-one). RXN SMILES: [N:1]([C:4]1[S:8][C:7]2[CH2:9][CH2:10][CH2:11][C:6]=2[C:5]=1[C:12]([O:14]C)=O)=[C:2]=[S:3].[CH3:16][C:17]1[N:21]([CH2:22][CH2:23][CH2:24][NH2:25])[CH:20]=[N:19][CH:18]=1>>[CH3:16][C:17]1[N:21]([CH2:22][CH2:23][CH2:24][N:25]2[C:12](=[O:14])[C:5]3[C:6]4[CH2:11][CH2:10][CH2:9][C:7]=4[S:8][C:4]=3[NH:1][C:2]2=[S:3])[CH:20]=[N:19][CH:18]=1. Reported procedure: The compound was synthesized starting from methyl 5,6-dihydro-2-isothiocyanato-4H-cyclopenta[b]thiophene-3-carboxylate (0.10 g, 0.42 mmol) and 3-(5-methyl-1H-imidazol-1-yl)propan-1-amine (5) (0.058 g, 0.42 mmol) as described above. Starting materials: ClCCCBr, O=C([O-])[O-], CCOCC, CN(C)C=O, [K+], [K+], Oc1ccc(CC2CCC3(CC2)OCCO3)cc1. The product is ClCCCOc1ccc(CC2CCC3(CC2)OCCO3)cc1. Reaction SMILES: [Br:25][CH2:26][CH2:27][CH2:28][Cl:29].[C:1](=[O:2])([O-:3])[O-:4].[CH2:30]([O:31][CH2:32][CH3:33])[CH3:34].[CH3:35][N:36]([CH3:37])[CH:38]=[O:39].[K+:5].[K+:6].[OH:7][c:8]1[cH:9][cH:10][c:11]([CH2:12][CH:13]2[CH2:14][CH2:15][C:16]3([O:17][CH2:18][CH2:19][O:20]3)[CH2:21][CH2:22]2)[cH:23][cH:24]1>>[O:7]([c:8]1[cH:9][cH:10][c:11]([CH2:12][CH:13]2[CH2:14][CH2:15][C:16]3([O:17][CH2:18][CH2:19][O:20]3)[CH2:21][CH2:22]2)[cH:23][cH:24]1)[CH2:26][CH2:27][CH2:28][Cl:29]. The reactants are [BH3-]C#N, C=O, C1CCOC1, CO, COc1cc2c(=O)n(COC(=O)C(C)(C)C)cnc2cc1OCC1CCNCC1, [Na+]. The product is COc1cc2c(=O)n(COC(=O)C(C)(C)C)cnc2cc1OCC1CCN(C)CC1. RXN SMILES: [C:3]([BH3-:4])#[N:5].[CH2:1]=[O:2].[CH2:36]1[O:37][CH2:38][CH2:39][CH2:40]1.[CH3:41][OH:42].[CH3:7][O:8][c:9]1[cH:10][c:11]2[c:12](=[O:35])[n:13]([CH2:27][O:28][C:29]([C:30]([CH3:31])([CH3:32])[CH3:33])=[O:34])[cH:14][n:15][c:16]2[cH:17][c:18]1[O:19][CH2:20][CH:21]1[CH2:22][CH2:23][NH:24][CH2:25][CH2:26]1.[Na+:6]>>[CH3:3][N:24]1[CH2:23][CH2:22][CH:21]([CH2:20][O:19][c:18]2[c:9]([O:8][CH3:7])[cH:10][c:11]3[c:12](=[O:35])[n:13]([CH2:27][O:28][C:29]([C:30]([CH3:31])([CH3:32])[CH3:33])=[O:34])[cH:14][n:15][c:16]3[cH:17]2)[CH2:26][CH2:25]1.